Task: describe an organic reaction: reactants, conditions, products, and yield. Dataset: the Open Reaction Database (ORD), a public repository of structured organic reaction records Starting materials: COC(=O)C(N)CNC(=O)c1ccccc1, CCN=C=NCCCN(C)C, O=C(NCc1cccc2[nH]ccc12)c1ccc(C(=O)O)c(Cl)c1, CN(C)C=O, O, On1nnc2ccccc21. Yields the product COC(=O)C(CNC(=O)c1ccccc1)NC(=O)c1ccc(C(=O)NCc2cccc3[nH]ccc23)cc1Cl. Reaction SMILES: [CH3:1][O:2][C:3]([CH:4]([NH2:5])[CH2:6][NH:7][C:8]([c:9]1[cH:10][cH:11][cH:12][cH:13][cH:14]1)=[O:15])=[O:16].[CH3:50][CH2:51][N:52]=[C:53]=[N:54][CH2:55][CH2:56][CH2:57][N:58]([CH3:59])[CH3:60].[Cl:17][c:18]1[c:19]([C:20](=[O:21])[OH:22])[cH:23][cH:24][c:25]([C:27](=[O:28])[NH:29][CH2:30][c:31]2[c:32]3[cH:33][cH:34][nH:35][c:36]3[cH:37][cH:38][cH:39]2)[cH:26]1.[O:61]=[CH:62][N:63]([CH3:64])[CH3:65].[OH2:66].[OH:40][n:41]1[c:42]2[c:43]([cH:44][cH:45][cH:46][cH:47]2)[n:48][n:49]1>>[CH3:1][O:2][C:3]([CH:4]([NH:5][C:20]([c:19]1[c:18]([Cl:17])[cH:26][c:25]([C:27](=[O:28])[NH:29][CH2:30][c:31]2[c:32]3[cH:33][cH:34][nH:35][c:36]3[cH:37][cH:38][cH:39]2)[cH:24][cH:23]1)=[O:21])[CH2:6][NH:7][C:8]([c:9]1[cH:10][cH:11][cH:12][cH:13][cH:14]1)=[O:15])=[O:16]. Reactants: BrC1=C2CCC(NC2=CC=C1F)C (5-bromo-6-fluoro-1,2,3,4-tetrahydroquinaldine), Formula IV, C(C)(=O)OC(C)=O (acetic anhydride). Yields the product C(C)(=O)N1C(C)CCC2=C(C(=CC=C12)F)Br (1-acetyl-5-bromo-6-fluoro-1,2,3,4-tetrahydroquinaldine). RXN SMILES: [Br:1][C:2]1[C:11]([F:12])=[CH:10][CH:9]=[C:8]2[C:3]=1[CH2:4][CH2:5][CH:6]([CH3:13])[NH:7]2.[C:14](OC(=O)C)(=[O:16])[CH3:15]>>[C:14]([N:7]1[C:8]2[C:3](=[C:2]([Br:1])[C:11]([F:12])=[CH:10][CH:9]=2)[CH2:4][CH2:5][CH:6]1[CH3:13])(=[O:16])[CH3:15]. Procedure details: The 5-bromo-6-fluoro-1,2,3,4-tetrahydroquinaldine intermediate of Formula IV is reacted in step (3) with acetic anhydride to provide the novel intermediate 1-acetyl-5-bromo-6-fluoro-1,2,3,4-tetrahydroquinaldine of Formula V. The reaction is conducted by heating the reaction mixture, for example, using a steam bath. Reactants: CCl (methyl chloride), C(C)[Al](CC)CC (triethylaluminum), C(C)[Al](CC)CC (triethylaluminum), [Bi](Cl)(Cl)Cl (bismuth trichloride). Procedure details: A 200 ml flask was charged with 30 ml of decane and 10.24 g (32 mmoles; 24.4 mole %) of bismuth trichloride. To the white slurry was slowly added 4.0 ml of triethylaluminum. A clear, colorless solution containing a grey precipitate resulted. To this mixture was added an additional 14.0 ml (18.0 ml total; 132 mmoles) of triethylaluminum. The clear solution was removed with a syringe and placed into a 300 ml autoclave. The grey solid can be filtered off or included in the solution. The autoclave w... Run at temperature 100 celsius, time 1.75 hour. Reaction SMILES: [Bi](Cl)(Cl)Cl.[CH2:5]([Al:7]([CH2:10][CH3:11])[CH2:8][CH3:9])[CH3:6].[CH3:12][Cl:13]>CCCCCCCCCC>[CH2:5]([Al:7]([CH2:10][CH3:11])[CH2:8][CH3:9])[CH3:6].[CH3:12][Cl:13] |f:4.5|. Run in CCCCCCCCCC (decane). Yields the product C(C)[Al](CC)CC.CCl (Triethylaluminum Methyl Chloride).